Dataset: the Open Reaction Database (ORD), a public repository of structured organic reaction records. Task: describe an organic reaction: reactants, conditions, products, and yield The reactants are CCO, CC(F)(F)c1cccc(CC2NC(=O)OC2c2ccc(F)cc2)c1, [Na+], [OH-], O. The product is CC(F)(F)c1cccc(CC(N)C(O)c2ccc(F)cc2)c1. RXN SMILES: [CH3:27][CH2:28][OH:29].[F:1][C:2]([CH3:3])([F:4])[c:5]1[cH:6][c:7]([CH2:8][CH:9]2[NH:10][C:11](=[O:21])[O:12][CH:13]2[c:14]2[cH:15][cH:16][c:17]([F:20])[cH:18][cH:19]2)[cH:22][cH:23][cH:24]1.[Na+:26].[OH-:25].[OH2:30]>>[F:1][C:2]([CH3:3])([F:4])[c:5]1[cH:6][c:7]([CH2:8][CH:9]([NH2:10])[CH:13]([OH:12])[c:14]2[cH:15][cH:16][c:17]([F:20])[cH:18][cH:19]2)[cH:22][cH:23][cH:24]1. The reactants are [BH4-].[Na+] (Sodium borohydride), C(C(C)C)(=O)C1=CC=CC=C1 (isobutyrophenone). The solvent is C(C)O (ethanol). Conditions: time 2 hour. The product is CC(C(O)C1=CC=CC=C1)C (2-methyl-1-phenyl-1-propanol). The yield is 94.0%. As a reaction SMILES: [BH4-].[Na+].[C:3]([C:8]1[CH:13]=[CH:12][CH:11]=[CH:10][CH:9]=1)(=[O:7])[CH:4]([CH3:6])[CH3:5]>C(O)C>[CH3:5][CH:4]([CH3:6])[CH:3]([C:8]1[CH:13]=[CH:12][CH:11]=[CH:10][CH:9]=1)[OH:7] |f:0.1|. Procedure details: Sodium borohydride (6.5 g, 0.17 mol) was added in portions over a 2 h period to a solution of isobutyrophenone (50 g, 0.34 mol) in ethanol (150 mL) under nitrogen. The reaction mixture was stirred at room temperature for 2 h. Ethanol was removed under reduced pressure. The reaction mixture was added to water (100 mL) and extracted with methylene chloride (3×100 mL). The organic extract was collected, dried (anhy. MgSO4), and concentrated to give 2-methyl-1-phenyl-1-propanol (48 g, 94% yield): bp... Reactants: [N+](=O)([O-])C=1C=C(C=CC1)CC(=O)O (3-nitrophenylacetic acid), saturated solution, Cl (hydrogen chloride), C(C)O (ethanol). Solvent: C(C)(=O)OCC (ethyl acetate). Run at time 18 hour. The product is [N+](=O)([O-])C=1C=C(C=CC1)CC(=O)OCC (ethyl 3-nitrophenylacetate). Isolated yield 82.0%. RXN SMILES: [N+:1]([C:4]1[CH:5]=[C:6]([CH2:10][C:11]([OH:13])=[O:12])[CH:7]=[CH:8][CH:9]=1)([O-:3])=[O:2].Cl.[CH2:15](O)[CH3:16]>C(OCC)(=O)C>[N+:1]([C:4]1[CH:5]=[C:6]([CH2:10][C:11]([O:13][CH2:15][CH3:16])=[O:12])[CH:7]=[CH:8][CH:9]=1)([O-:3])=[O:2]. Reported procedure: To a solution of 10 g (60 mmol) of 3-nitrophenylacetic acid in 120 ml of ethanol were added 20 ml of a saturated solution of hydrogen chloride in ethyl acetate and the mixture was heated at reflux for 4 hours, cooled and left to stand at room temperature for 18 hours. The mixture was evaporated and the residue was partitioned between 120 ml of diethyl ether and 100 ml of saturated aqueous sodium bicarbonate solution. The organic phase was dried over magnesium sulfate, filtered and evaporated to ... Starting materials: CC(=O)c1cc(Cl)ccc1OCc1ccccc1, C[S+](C)(C)=O, [H-], [I-], [Na+], C1CCOC1. The product is CC1(c2cc(Cl)ccc2OCc2ccccc2)CO1. Reaction SMILES: [CH2:9]([c:10]1[cH:11][cH:12][cH:13][cH:14][cH:15]1)[O:16][c:17]1[c:18]([C:24]([CH3:25])=[O:26])[cH:19][c:20]([Cl:23])[cH:21][cH:22]1.[CH3:4][S+:5]([CH3:6])([CH3:7])=[O:8].[H-:1].[I-:3].[Na+:2].[O:27]1[CH2:28][CH2:29][CH2:30][CH2:31]1>>[CH3:4][C:24]1([c:18]2[c:17]([O:16][CH2:9][c:10]3[cH:11][cH:12][cH:13][cH:14][cH:15]3)[cH:22][cH:21][c:20]([Cl:23])[cH:19]2)[CH2:25][O:26]1.